This data is from the Open Reaction Database (ORD), a public repository of structured organic reaction records. The task is: describe an organic reaction: reactants, conditions, products, and yield The reactants are FC1=C(C=CC(=C1)F)C=1C(=NC=2N(C1)N=C(N2)C)C2=CC=C(C=O)C=C2 (4-[6-(2,4-Difluorophenyl)-2-methyl-[1,2,4]triazolo[1,5-a]pyrimidin-5-yl]-benzaldehyde), C(=O)(O)[O-].[Na+] (NaHCO3), CC1=NC(=CC=C1)C=1NN=C(N1)C1CCNCC1 (2-Methyl-6-(5-piperidine-4-yl-2H-[1,2,4]triazole-3-yl)-pyridine), [BH-](OC(=O)C)(OC(=O)C)OC(=O)C.[Na+] (NaBH(OAc)3). Solvent: C(C)(=O)O (acetic acid), C(C)N(CC)CC (triethylamine), CN1CCCC1=O (NMP). Run at time 1 hour. Yields the product FC1=C(C=CC(=C1)F)C=1C(=NC=2N(C1)N=C(N2)C)C2=CC=C(C=C2)CN2CCC(CC2)C2=NNC(=N2)C2=NC(=CC=C2)C (6-(2,4-difluorophenyl)-2-methyl-5-(4-{4-[5-(6-methylpyridine-2-yl)-1H-[1,2,4]triazole-3-yl]-piperidine-1-ylmethyl}-phenyl)-[1,2,4]triazolo[1,5-a]pyrimidine). RXN SMILES: [CH3:1][C:2]1[CH:7]=[CH:6][CH:5]=[C:4]([C:8]2[NH:9][N:10]=[C:11]([CH:13]3[CH2:18][CH2:17][NH:16][CH2:15][CH2:14]3)[N:12]=2)[N:3]=1.[F:19][C:20]1[CH:25]=[C:24]([F:26])[CH:23]=[CH:22][C:21]=1[C:27]1[C:28]([C:37]2[CH:44]=[CH:43][C:40]([CH:41]=O)=[CH:39][CH:38]=2)=[N:29][C:30]2[N:31]([N:33]=[C:34]([CH3:36])[N:35]=2)[CH:32]=1.[BH-](OC(C)=O)(OC(C)=O)OC(C)=O.[Na+].C([O-])(O)=O.[Na+]>CN1C(=O)CCC1.C(O)(=O)C.C(N(CC)CC)C>[F:19][C:20]1[CH:25]=[C:24]([F:26])[CH:23]=[CH:22][C:21]=1[C:27]1[C:28]([C:37]2[CH:38]=[CH:39][C:40]([CH2:41][N:16]3[CH2:17][CH2:18][CH:13]([C:11]4[N:12]=[C:8]([C:4]5[CH:5]=[CH:6][CH:7]=[C:2]([CH3:1])[N:3]=5)[NH:9][N:10]=4)[CH2:14][CH2:15]3)=[CH:43][CH:44]=2)=[N:29][C:30]2[N:31]([N:33]=[C:34]([CH3:36])[N:35]=2)[CH:32]=1 |f:2.3,4.5|. Procedure: 180 mg (0.57 mmol) 2-Methyl-6-(5-piperidine-4-yl-2H-[1,2,4]triazole-3-yl)-pyridine×2HCl are dissolved in 4.8 mL NMP. After addition of 0.19 mL triethylamine the reaction mixture is stirred for one hour. 200 mg (0.57 mmol) 4-[6-(2,4-Difluorophenyl)-2-methyl-[1,2,4]triazolo[1,5-a]pyrimidin-5-yl]-benzaldehyde and 0.06 mL acetic acid are added. The reaction mixture is stirred over night at room temperature. 133 mg (0.63 mmol) NaBH(OAc)3, are added in portions and the reaction mixture is stirred at r... Starting materials: C(C)(=O)OCC (ethyl acetate), C(C)(=O)[O-].[K+] (potassium acetate), B1(OC(C(O1)(C)C)(C)C)B2OC(C(O2)(C)C)(C)C (bis(pinacolato)diboron), C(C1=CC=CC=C1)OC1=C(CN(C2=NC=C(C=N2)Br)CC2=CC(=CC(=C2)C(F)(F)F)C(F)(F)F)C=C(C=C1)C(F)(F)F ((2-Benzyloxy-5-trifluoromethyl-benzyl)-(3,5-bis-trifluoromethyl-benzyl)-(5-bromo-pyrimidin-2-yl)-amine). Run in [Cl-].[Na+].O (brine), CS(=O)C (dimethylsulfoxide). Reaction conditions: temperature 80 celsius. The product is C(C1=CC=CC=C1)OC1=C(CN(C2=NC=C(C=N2)O)CC2=CC(=CC(=C2)C(F)(F)F)C(F)(F)F)C=C(C=C1)C(F)(F)F (2-[(2-benzyloxy-5-trifluoromethyl-benzyl)-(3,5-bis-trifluoromethyl-benzyl)-amino]-pyrimidin-5-ol). Yield: 65.8%. RXN SMILES: [CH2:1]([O:8][C:9]1[CH:38]=[CH:37][C:36]([C:39]([F:42])([F:41])[F:40])=[CH:35][C:10]=1[CH2:11][N:12]([CH2:20][C:21]1[CH:26]=[C:25]([C:27]([F:30])([F:29])[F:28])[CH:24]=[C:23]([C:31]([F:34])([F:33])[F:32])[CH:22]=1)[C:13]1[N:18]=[CH:17][C:16](Br)=[CH:15][N:14]=1)[C:2]1[CH:7]=[CH:6][CH:5]=[CH:4][CH:3]=1.C([O-])(=[O:45])C.[K+].B1(B2OC(C)(C)C(C)(C)O2)OC(C)(C)C(C)(C)O1.C(OCC)(=O)C>CS(C)=O.[Cl-].[Na+].O>[CH2:1]([O:8][C:9]1[CH:38]=[CH:37][C:36]([C:39]([F:42])([F:41])[F:40])=[CH:35][C:10]=1[CH2:11][N:12]([CH2:20][C:21]1[CH:26]=[C:25]([C:27]([F:30])([F:29])[F:28])[CH:24]=[C:23]([C:31]([F:34])([F:33])[F:32])[CH:22]=1)[C:13]1[N:18]=[CH:17][C:16]([OH:45])=[CH:15][N:14]=1)[C:2]1[CH:7]=[CH:6][CH:5]=[CH:4][CH:3]=1 |f:1.2,6.7.8|. Reported procedure: (2-Benzyloxy-5-trifluoromethyl-benzyl)-(3,5-bis-trifluoromethyl-benzyl)-(5-bromo-pyrimidin-2-yl)-amine (12.9 g) is dissolved in dimethylsulfoxide (150 ml), and thereto are added [1,1-bis(diphenylphosphino)ferrocene]dichloropalladium dichloromethane complex (3.17 g), potassium acetate (5.71 g) and bis(pinacolato)diboron (9.85 g), and the mixture is heated to 80° C. under nitrogen atmosphere for 1 hour and 30 minutes. The reaction solution is cooled to room temperature, and thereto are added a sat... The reactants are BrC1=CC=C(C=C1)C1=NN(C2=C1CC=1SC=CC21)COCC[Si](C)(C)C (6-(4-Bromo-phenyl)-4-(2-trimethylsilanyl-ethoxymethyl)-4,7-dihydro-1-thia-4,5-diaza-cyclopenta[a]pentalene), N1=CC(=CC=C1)N (Pyridin-3-ylamine), C(=O)([O-])[O-].[Cs+].[Cs+] (Cs2CO3), CC1(C2=C(C(=CC=C2)P(C3=CC=CC=C3)C4=CC=CC=C4)OC5=C(C=CC=C51)P(C6=CC=CC=C6)C7=CC=CC=C7)C (Xantphos). The reagents and catalysts are CC(=O)[O-].CC(=O)[O-].[Pd+2] (Pd(OAc)2). Run in O1CCOCC1 (dioxane). Run at temperature 100 celsius. Yields the product N1=CC(=CC=C1)NC1=CC=C(C=C1)C1=NN(C2=C1CC=1SC=CC21)COCC[Si](C)(C)C (Pyridin-3-yl-{4-[4-(2-trimethylsilanyl-ethoxymethyl)-4,7-dihydro-1-thia-4,5-diaza-cyclopenta[a]pentalen-6-yl]-phenyl}-amine). The yield is 71.0%. RXN SMILES: Br[C:2]1[CH:7]=[CH:6][C:5]([C:8]2[C:12]3[CH2:13][C:14]4[S:15][CH:16]=[CH:17][C:18]=4[C:11]=3[N:10]([CH2:19][O:20][CH2:21][CH2:22][Si:23]([CH3:26])([CH3:25])[CH3:24])[N:9]=2)=[CH:4][CH:3]=1.[N:27]1[CH:32]=[CH:31][CH:30]=[C:29]([NH2:33])[CH:28]=1.C([O-])([O-])=O.[Cs+].[Cs+].CC1(C)C2C(=C(P(C3C=CC=CC=3)C3C=CC=CC=3)C=CC=2)OC2C(P(C3C=CC=CC=3)C3C=CC=CC=3)=CC=CC1=2>O1CCOCC1.CC([O-])=O.CC([O-])=O.[Pd+2]>[N:27]1[CH:32]=[CH:31][CH:30]=[C:29]([NH:33][C:2]2[CH:7]=[CH:6][C:5]([C:8]3[C:12]4[CH2:13][C:14]5[S:15][CH:16]=[CH:17][C:18]=5[C:11]=4[N:10]([CH2:19][O:20][CH2:21][CH2:22][Si:23]([CH3:26])([CH3:25])[CH3:24])[N:9]=3)=[CH:4][CH:3]=2)[CH:28]=1 |f:2.3.4,7.8.9|. Procedure: A mixture of the corresponding intermediate 6-(4-Bromo-phenyl)-4-(2-trimethylsilanyl-ethoxymethyl)-4,7-dihydro-1-thia-4,5-diaza-cyclopenta[a]pentalene (0.45 g, 1.0 mmol), Pyridin-3-ylamine (0.24 g, 2.5 mmol), Cs2CO3 (2 M, 3.0 mL), Xantphos (58 mg, 0.1 mmol) and Pd(OAc)2 (22 mg, 0.1 mmol) in dioxane (5 mL) was heated at 100° C. for 8 hr. The solution was cooled to room temperature and extracted with ethyl acetate. The target product was purified by gravity column chromatography (50% EtOAc in hexa... Reactants: [H-].[Na+] (Sodium hydride), BrC1=CC(=C(C#N)C=C1)F (4-Bromo-2-fluorobenzonitrile), Cl (HCl), C(#N)CC(=O)OC (Methyl cyanoacetate). Run in CS(=O)C (DMSO), CS(=O)C (DMSO), O (water), O (water), CS(=O)C (DMSO). Reaction conditions: temperature 0 celsius, time 30 minute. Yields the product BrC1=CC(=C(C#N)C=C1)CC#N (4-Bromo-2-(cyanomethyl)benzonitrile). Isolated yield 78.2%. Reaction SMILES: [H-].[Na+].[C:3]([CH2:5][C:6](OC)=O)#[N:4].[Br:10][C:11]1[CH:18]=C[C:14]([C:15]#[N:16])=[C:13](F)[CH:12]=1.Cl>CS(C)=O.O>[Br:10][C:11]1[CH:18]=[CH:6][C:5]([C:3]#[N:4])=[C:13]([CH2:14][C:15]#[N:16])[CH:12]=1 |f:0.1|. Reported procedure: Sodium hydride (47.2 g, 1.18 mol) was suspended in 320 mL DMSO and cooled to 0° C. in an ice-water bath. The mixture became viscous as the DMSO began to freeze. Methyl cyanoacetate (104 mL, 1.18 mol) was added slowly causing a slight temperature increase and thus a more easily stirrable solution. The mixture was stirred for 30 minutes at room temperature. 4-Bromo-2-fluorobenzonitrile (118 g, 590 mmol) (commercially available from Acros Organics (Order Number 29049)) was added via cannula as a so... The reactants are C1(CC=2C(C(=O)O1)=CC=CC2)=O (homophthalic anhydride), C(C)C1=C(N)C(=CC=C1)CC (2,6-diethylaniline). Run in C(Cl)(Cl)Cl (chloroform). Conditions: temperature 180 celsius. The product is C(C)C1=C(C(=CC=C1)CC)N1C(CC=2C(C1=O)=CC=CC2)=O (N-(2,6-diethylphenyl)-homophthalimide). As a reaction SMILES: [C:1]1(=[O:12])[O:7][C:5](=O)[C:4]2=[CH:8][CH:9]=[CH:10][CH:11]=[C:3]2[CH2:2]1.[CH2:13]([C:15]1[CH:21]=[CH:20][CH:19]=[C:18]([CH2:22][CH3:23])[C:16]=1[NH2:17])[CH3:14]>C(Cl)(Cl)Cl>[CH2:13]([C:15]1[CH:21]=[CH:20][CH:19]=[C:18]([CH2:22][CH3:23])[C:16]=1[N:17]1[C:5](=[O:7])[C:4]2=[CH:8][CH:9]=[CH:10][CH:11]=[C:3]2[CH2:2][C:1]1=[O:12])[CH3:14]. Procedure: 162 mg (1.0 mmol) of homophthalic anhydride and 149 mg (1.0 mmol) of 2,6-diethylaniline were charged in an egg-plant type flask of 50 ml, followed by stirring under heating at a temperature of 180° C. for 2 hours. After cooled, the reactant was dissolved in chloroform, purified by silica gel column chromatography (eluent;